From a dataset of the Open Reaction Database (ORD), a public repository of structured organic reaction records. describe an organic reaction: reactants, conditions, products, and yield Reactants: [Al+3], CCOCC, CCOC(=O)CC1(C)OCCO1, [H-], [H-], [H-], [H-], [Li+], [Na+], [Na+], O=S(=O)([O-])[O-]. Yields the product CC1(CCO)OCCO1. As a reaction SMILES: [Al+3:2].[CH2:26]([O:27][CH2:28][CH3:29])[CH3:30].[CH2:7]1[O:8][C:9]([CH2:10][C:11](=[O:12])[O:13][CH2:14][CH3:15])([CH3:16])[O:17][CH2:18]1.[H-:1].[H-:4].[H-:5].[H-:6].[Li+:3].[Na+:19].[Na+:20].[O-:21][S:22](=[O:23])(=[O:24])[O-:25]>>[CH2:7]1[O:8][C:9]([CH2:10][CH2:11][OH:12])([CH3:16])[O:17][CH2:18]1.